This data is from the Open Reaction Database (ORD), a public repository of structured organic reaction records. The task is: describe an organic reaction: reactants, conditions, products, and yield Starting materials: Cl.Cl.Cl.CC1=NOC(=C1C1=CC=C2C=3N([C@H](COC31)C3=NC=CC=C3)C(=N2)N2CCNCC2)C ((4S)-7-(3,5-dimethylisoxazol-4-yl)-2-piperazin-1-yl-4-pyridin-2-yl-4,5-dihydroimidazo[1,5,4-de][1,4]benzoxazine trihydrochloride), C([O-])([O-])=O.[K+].[K+] (potassium carbonate), ClCC(=O)N(C)C (2-chloro-N,N-dimethylacetamide). Run in CO (methanol), C(Cl)Cl (methylene chloride). Reaction conditions: temperature 60 celsius, time 5 minute. The product is CC1=NOC(=C1C1=CC=C2C=3N([C@H](COC31)C3=NC=CC=C3)C(=N2)N2CCN(CC2)CC(=O)N(C)C)C (2-{4-[(4S)-7-(3,5-Dimethylisoxazol-4-yl)-4-pyridin-2-yl-4,5-dihydroimidazo[1,5,4-de][1,4]benzoxazin-2-yl]piperazin-1-yl}-N,N-dimethylacetamide). Yield: 28.4%. RXN SMILES: Cl.Cl.Cl.[CH3:4][C:5]1[C:9]([C:10]2[C:19]3[O:18][CH2:17][C@H:16]([C:20]4[CH:25]=[CH:24][CH:23]=[CH:22][N:21]=4)[N:15]4[C:26]([N:28]5[CH2:33][CH2:32][NH:31][CH2:30][CH2:29]5)=[N:27][C:13]([C:14]=34)=[CH:12][CH:11]=2)=[C:8]([CH3:34])[O:7][N:6]=1.C(=O)([O-])[O-].[K+].[K+].Cl[CH2:42][C:43]([N:45]([CH3:47])[CH3:46])=[O:44]>C(Cl)Cl.CO>[CH3:4][C:5]1[C:9]([C:10]2[C:19]3[O:18][CH2:17][C@H:16]([C:20]4[CH:25]=[CH:24][CH:23]=[CH:22][N:21]=4)[N:15]4[C:26]([N:28]5[CH2:33][CH2:32][N:31]([CH2:42][C:43]([N:45]([CH3:47])[CH3:46])=[O:44])[CH2:30][CH2:29]5)=[N:27][C:13]([C:14]=34)=[CH:12][CH:11]=2)=[C:8]([CH3:34])[O:7][N:6]=1 |f:0.1.2.3,4.5.6|. Reported procedure: To a solution of (4S)-7-(3,5-dimethylisoxazol-4-yl)-2-piperazin-1-yl-4-pyridin-2-yl-4,5-dihydroimidazo[1,5,4-de][1,4]benzoxazine trihydrochloride (10 mg, 0.03 mmol) in methylene chloride (1.0 mL), potassium carbonate (18 mg, 0.13 mmol) was added, followed by 2-chloro-N,N-dimethylacetamide (2.7 μL, 0.026 mmol) and the mixture was stirred for 5 min. The mixture was then heated at 60° C. overnight. The mixture was diluted with methanol and purified by preparative LCMS using pH 10 buffer to give the... Reactants: ClC(C=O)(CC(C)C#N)CCl (2-chloro-2-chloromethyl-4-cyano-4-methylbutyraldehyde), Cl (HCl). The reagents and catalysts are Cl[Ni]Cl (NiCl2). Run in C(C)#N (acetonitrile). The product is ClC1=NC=C(C=C1C)CCl (2-chloro-3-methyl-5-chloromethylpyridine). Reaction SMILES: Cl[C:2]([CH2:10][Cl:11])([CH2:5][CH:6]([C:8]#[N:9])[CH3:7])[CH:3]=O.[ClH:12]>C(#N)C.Cl[Ni]Cl>[Cl:12][C:8]1[C:6]([CH3:7])=[CH:5][C:2]([CH2:10][Cl:11])=[CH:3][N:9]=1. Procedure: 4 grams of 2-chloro-2-chloromethyl-4-cyano-4-methylbutyraldehyde dissolved in 30 mL of acetonitrile is pumped concomitantly with anhydrous HCl into a pre-heated (180°-230° C.) flow reactor packed with NiCl2 -impregnated clay. Short path distillation gives 2-chloro-3-methyl-5-chloromethylpyridine as a liquid.